From a dataset of the Open Reaction Database (ORD), a public repository of structured organic reaction records. describe an organic reaction: reactants, conditions, products, and yield Reactants: ClC1=CC=C(C=N1)CNCCN1C(NCC1)=C[N+](=O)[O-] ([(6-chloro(3-pyridyl))methyl]{2-[2-(nitromethylene)imidazolidinyl]ethyl]amine), ClC1=C(C=O)C=CC=C1 (2-chlorobenzaldehyde), C(C)(=O)O[BH-](OC(C)=O)OC(C)=O.[Na+] (sodium triacetoxyborohydride), S(=O)(=O)([O-])[O-].[Mg+2] (magnesium sulfate). Run in ClCCCl (1,2-dichloroethane). Product: ClC1=C(C=CC=C1)CNCCN1C(NCC1)=C[N+](=O)[O-] ([(2-chlorophenyl)methyl]{2-(nitromethyleneimidazolidinyl]ethyl}-amine). Yield: 59.0%. RXN SMILES: ClC1N=CC(C[NH:9][CH2:10][CH2:11][N:12]2[CH2:16][CH2:15][NH:14][C:13]2=[CH:17][N+:18]([O-:20])=[O:19])=CC=1.[Cl:21][C:22]1[CH:29]=[CH:28][CH:27]=[CH:26][C:23]=1[CH:24]=O.C(O[BH-](OC(=O)C)OC(=O)C)(=O)C.[Na+].S([O-])([O-])(=O)=O.[Mg+2]>ClCCCl>[Cl:21][C:22]1[CH:29]=[CH:28][CH:27]=[CH:26][C:23]=1[CH2:24][NH:9][CH2:10][CH2:11][N:12]1[CH2:16][CH2:15][NH:14][C:13]1=[CH:17][N+:18]([O-:20])=[O:19] |f:2.3,4.5|. Procedure: With stirring and cooling in an ice-water bath (0° C.) 0.12 grams (0.0004 mole) of [(6-chloro(3-pyridyl))methyl]{2-[2-(nitromethylene)imidazolidinyl]ethyl]amine, 0.06 gram (0.0004 mole) of 2-chlorobenzaldehyde, 0.13 gram (0.0006 mole) of sodium triacetoxyborohydride and 0.10 gram (0.0008 mole) of magnesium sulfate in about 20 mL of 1,2-dichloroethane were combined. Upon completion of addition, the cooling bath was removed and the reaction mixture was allowed to warm to ambient temperature as it ... Reactants: C(C)(=O)C(C(=O)OC)CC=C(CCC=C(COC1OCCCC1)C)C (methyl 2-acetyl-5,9-dimethyl-10-(2-tetrahydropyranyl)oxy-4,8-decadienate), [Cl-].[Na+] (sodium chloride), O (water), O (water). Run in CS(=O)C (methylsulfoxide). Conditions: temperature 150 celsius, time 4 hour. The product is CC(=CCCC(C)=O)CCC=C(COC1OCCCC1)C (6,10-dimethyl-11-(2-tetrahydropyranyl)oxy-5,9-undecadien-2-one). Yield: 70.0%. Reaction SMILES: [C:1]([CH:4]([CH2:9][CH:10]=[C:11]([CH3:25])[CH2:12][CH2:13][CH:14]=[C:15]([CH3:24])[CH2:16][O:17][CH:18]1[CH2:23][CH2:22][CH2:21][CH2:20][O:19]1)C(OC)=O)(=[O:3])[CH3:2].[Cl-].[Na+].O>CS(C)=O>[CH3:25][C:11]([CH2:12][CH2:13][CH:14]=[C:15]([CH3:24])[CH2:16][O:17][CH:18]1[CH2:23][CH2:22][CH2:21][CH2:20][O:19]1)=[CH:10][CH2:9][CH2:4][C:1](=[O:3])[CH3:2] |f:1.2|. Reported procedure: To a solution of methyl 2-acetyl-5,9-dimethyl-10-(2-tetrahydropyranyl)oxy-4,8-decadienate (370 mg, 1.05 mmol) in methylsulfoxide (2 ml) were added sodium chloride (180 mg, 3.08 mmol)and water (0.1 ml), and the mixture was stirred at 150° C. After four hours, the reaction mixture was allowed to cool to room temperature, and water (15 ml) was added thereto. The product was extracted with ether (20 m1×2). The extract was dried over Na2SO4, and concentrated to give a residue, which was then purified... Reactants: CC1=CC=C(SC(=O)OC(C(C)C)Cl)C=C1 (1-Chloro-2-methylpropyl (4-methylthiophenoxy)formate), CC1=CC=C(SC(=O)OC(C(C)C)Cl)C=C1 (1-Chloro-2-methylpropyl (4-methylthiophenoxy)formate), CC(C(=O)O)C (2-Methylpropanoic acid). Reagents/catalysts: [Ag-]=O (silver (I) oxide). Solvent: COC(C)(C)C (tert-butyl methyl ether). Conditions: temperature 95 celsius. The product is CC(C(=O)OC(C(C)C)OC(=O)SC1=CC=C(C=C1)C)C (2-Methyl-1-(4-methylthiophenoxycarbonyloxy)propyl 2-methylpropanoate). As a reaction SMILES: [CH3:1][CH:2]([CH3:6])[C:3]([OH:5])=[O:4].[CH3:7][C:8]1[CH:22]=[CH:21][C:11]([S:12][C:13]([O:15][CH:16](Cl)[CH:17]([CH3:19])[CH3:18])=[O:14])=[CH:10][CH:9]=1>[Ag-]=O.COC(C)(C)C>[CH3:1][CH:2]([CH3:6])[C:3]([O:5][CH:16]([O:15][C:13]([S:12][C:11]1[CH:21]=[CH:22][C:8]([CH3:7])=[CH:9][CH:10]=1)=[O:14])[CH:17]([CH3:19])[CH3:18])=[O:4]. Procedure: 2-Methylpropanoic acid (5 mL) and silver (I) oxide (2.3 g) were charged to a vessel at room temperature. 1-Chloro-2-methylpropyl (4-methylthiophenoxy)formate (2.46 g) D4 was added to the reaction vessel. The reaction was heated to 95° C. and the mixture was maintained at approximately 90° C. for 1 hour. The reaction was then cooled to room temperature and tert-butyl methyl ether (20 mL) was added. The solid was filtered and the filter was washed with tert-butyl methyl ether (2×15 mL). The organi... Reactants: Intermediate 20, C(C)(C)(C)NS(=O)(=O)C1=CC(=C(C=C1)C)Br (N-tert-butyl 3-bromo-4-methylbenzenesulfonamide), C(C)(C)(C)OC(COC1=C(C=C(C=C1)Cl)C#C)=O (tert-butyl(4-chloro-2-ethynylphenoxy)acetate), C(C)(C)(C)OC(COC1=C(C=C(C=C1)Cl)C#C)=O (tert-butyl(4-chloro-2-ethynylphenoxy)acetate). Product: C(C)(C)(C)OC(COC1=C(C=C(C=C1)Cl)C#CC1=C(C=CC(=C1)S(=O)(=O)NC(C)(C)C)C)=O (tert-butyl[2-({5-[(tert-butylamino)sulfonyl]-2-methylphenyl}ethynyl)-4-chlorophenoxy]acetate). As a reaction SMILES: [C:1]([O:5][C:6](=[O:18])[CH2:7][O:8][C:9]1[CH:14]=[CH:13][C:12]([Cl:15])=[CH:11][C:10]=1[C:16]#[CH:17])([CH3:4])([CH3:3])[CH3:2].[C:19]([NH:23][S:24]([C:27]1[CH:32]=[CH:31][C:30]([CH3:33])=[C:29](Br)[CH:28]=1)(=[O:26])=[O:25])([CH3:22])([CH3:21])[CH3:20]>>[C:1]([O:5][C:6](=[O:18])[CH2:7][O:8][C:9]1[CH:14]=[CH:13][C:12]([Cl:15])=[CH:11][C:10]=1[C:16]#[C:17][C:29]1[CH:28]=[C:27]([S:24]([NH:23][C:19]([CH3:21])([CH3:20])[CH3:22])(=[O:25])=[O:26])[CH:32]=[CH:31][C:30]=1[CH3:33])([CH3:4])([CH3:3])[CH3:2]. Reported procedure: Following the general method as outlined in Intermediate 20, starting from (4-chloro-2-ethynyl-phenoxy)-acetic acid tert-butyl ester (Intermediate 3) and N-tert-butyl 3-bromo-4-methylbenzenesulfonamide (Combiblocks), the title compound was obtained as an orange sticky solid after purification by flash column chromatography (silica), eluting with cyclohexane containing increasing amounts of EtOAc. Starting materials: S(=O)(Cl)Cl (thionyl chloride), C(=O)(OCC1=CC=CC=C1)NC(CCCC)C(=O)O (N-carbobenzoxy-DL-norleucine), NC1=C(C(=O)C2=C(C=CC=C2)F)C=C(C=C1)[N+](=O)[O-] (2-amino-5-nitro-2'-fluorobenzophenone). The solvent is O1CCCC1 (tetrahydrofuran), O1CCCC1 (tetrahydrofuran). Conditions: time 1 hour. The product is C(C1=CC=CC=C1)OC(NC(CCC)C(NC1=C(C=C(C=C1)[N+](=O)[O-])C(C1=C(C=CC=C1)F)=O)=O)=O (benzyl-rac-{1-[[2-(o-fluorobenzoyl)-4-nitrophenyl]carbamoyl]butyl}carbamate). Reaction SMILES: [C:1]([NH:11][CH:12]([C:17]([OH:19])=O)[CH2:13][CH2:14][CH2:15]C)([O:3][CH2:4][C:5]1[CH:10]=[CH:9][CH:8]=[CH:7][CH:6]=1)=[O:2].S(Cl)(Cl)=O.[NH2:24][C:25]1[CH:39]=[CH:38][C:37]([N+:40]([O-:42])=[O:41])=[CH:36][C:26]=1[C:27]([C:29]1[CH:34]=[CH:33][CH:32]=[CH:31][C:30]=1[F:35])=[O:28]>O1CCCC1>[CH2:4]([O:3][C:1](=[O:2])[NH:11][CH:12]([C:17](=[O:19])[NH:24][C:25]1[CH:39]=[CH:38][C:37]([N+:40]([O-:42])=[O:41])=[CH:36][C:26]=1[C:27](=[O:28])[C:29]1[CH:34]=[CH:33][CH:32]=[CH:31][C:30]=1[F:35])[CH2:13][CH2:14][CH3:15])[C:5]1[CH:6]=[CH:7][CH:8]=[CH:9][CH:10]=1. Reported procedure: 19.7 g of N-carbobenzoxy-DL-norleucine are dissolved in 200 ml of absolute tetrahydrofuran, the solution is treated dropwise while cooling with ice with 10 g of thionyl chloride and then stirred for 1 hour. To this solution there is rapidly added dropwise a solution of 17 g (0.065 M) of 2-amino-5-nitro-2'-fluorobenzophenone in 130 ml of absolute tetrahydrofuran and the mixture is then stirred at room temperature for 60 hours. The solution is concentrated and the residue is treated with ice and 1... The reactants are CCOC(=O)CCCOc1ccc2nc(C)cc(OCCCBr)c2c1, [K+], CCc1nc(N)nc(N)c1O, CN(C)C=O, [OH-]. Yields the product CCOC(=O)CCCOc1ccc2nc(C)cc(OCCCOc3c(N)nc(N)nc3CC)c2c1. RXN SMILES: [CH2:14]([CH3:15])[O:16][C:17](=[O:18])[CH2:19][CH2:20][CH2:21][O:22][c:23]1[cH:24][c:25]2[c:26]([O:34][CH2:35][CH2:36][CH2:37][Br:38])[cH:27][c:28]([CH3:33])[n:29][c:30]2[cH:31][cH:32]1.[K+:13].[NH2:1][c:2]1[n:3][c:4]([CH2:10][CH3:11])[c:5]([OH:9])[c:6]([NH2:8])[n:7]1.[O:39]=[CH:40][N:41]([CH3:42])[CH3:43].[OH-:12]>>[NH2:1][c:2]1[n:3][c:4]([CH2:10][CH3:11])[c:5]([O:9][CH2:37][CH2:36][CH2:35][O:34][c:26]2[c:25]3[cH:24][c:23]([O:22][CH2:21][CH2:20][CH2:19][C:17]([O:16][CH2:14][CH3:15])=[O:18])[cH:32][cH:31][c:30]3[n:29][c:28]([CH3:33])[cH:27]2)[c:6]([NH2:8])[n:7]1. Reactants: C(CCCCCCCCCCCCCCCCC)NC1[C@H](O)[C@@H](O)[C@H](O)[C@H](O1)CO (N-Octadecyl-D-glucopyranosylamine), C(CCCCCCCCCCC)N=C=O (dodecyl isocyanate). Run in O1CCCC1 (tetrahydrofuran), C(C)O (ethanol), O1CCCC1 (tetrahydrofuran). Product: C(CCCCCCCCCCCCCCCCC)N(C(=O)NCCCCCCCCCCCC)C1[C@H](O)[C@@H](O)[C@H](O)[C@H](O1)CO (N-Octadecyl-N-(D-glucopyranosyl)-N'-dodecylurea). RXN SMILES: [CH2:1]([NH:19][CH:20]1[O:28][C@H:27]([CH2:29][OH:30])[C@@H:25]([OH:26])[C@H:23]([OH:24])[C@H:21]1[OH:22])[CH2:2][CH2:3][CH2:4][CH2:5][CH2:6][CH2:7][CH2:8][CH2:9][CH2:10][CH2:11][CH2:12][CH2:13][CH2:14][CH2:15][CH2:16][CH2:17][CH3:18].[CH2:31]([N:43]=[C:44]=[O:45])[CH2:32][CH2:33][CH2:34][CH2:35][CH2:36][CH2:37][CH2:38][CH2:39][CH2:40][CH2:41][CH3:42]>O1CCCC1.C(O)C>[CH2:1]([N:19]([CH:20]1[O:28][C@H:27]([CH2:29][OH:30])[C@@H:25]([OH:26])[C@H:23]([OH:24])[C@H:21]1[OH:22])[C:44]([NH:43][CH2:31][CH2:32][CH2:33][CH2:34][CH2:35][CH2:36][CH2:37][CH2:38][CH2:39][CH2:40][CH2:41][CH3:42])=[O:45])[CH2:2][CH2:3][CH2:4][CH2:5][CH2:6][CH2:7][CH2:8][CH2:9][CH2:10][CH2:11][CH2:12][CH2:13][CH2:14][CH2:15][CH2:16][CH2:17][CH3:18]. Reported procedure: 9 g of the compound from Example 1 are suspended in 160 ml of tetrahydrofuran and 40 ml of ethanol. 4.3 g of dodecyl isocyanate, dissolved in 20 ml of tetrahydrofuran, are added dropwise to this suspension in the course of 20 minutes. When the reaction has ended, the mixture is evaporated in vacuo and the resulting syrup is purified by column chromatography (mobile phase methylene chloride/methanol, 15:1) Reactants: 15, [C-]#N.[Na+] (sodium cyanide), BrC=1N(N=C2CCCCC12)C1=C(C=C(C=C1)Cl)F (3-bromo-2-(4-chloro-2-fluorophenyl)-4,5,6,7-tetrahydro-2H-indazole), cuprous cyanide, CN1C(CCC1)=O (N-methylpyrrolidinone). Run in O (water). Product: ClC1=CC(=C(C=C1)N1N=C2CCCCC2=C1C#N)F (2-(4-chloro-2-fluorophenyl)-4,5,6,7-tetrahydro-2H-indazole-3-carbonitrile). RXN SMILES: Br[C:2]1[N:3]([C:11]2[CH:16]=[CH:15][C:14]([Cl:17])=[CH:13][C:12]=2[F:18])[N:4]=[C:5]2[C:10]=1[CH2:9][CH2:8][CH2:7][CH2:6]2.[CH3:19][N:20]1CCCC1=O.[C-]#N.[Na+]>O>[Cl:17][C:14]1[CH:15]=[CH:16][C:11]([N:3]2[C:2]([C:19]#[N:20])=[C:10]3[C:5]([CH2:6][CH2:7][CH2:8][CH2:9]3)=[N:4]2)=[C:12]([F:18])[CH:13]=1 |f:2.3|. Reported procedure: 4.7 Parts of 3-bromo-2-(4-chloro-2-fluorophenyl)-4,5,6,7-tetrahydro-2H-indazole [from Example 1-d] was combined with 1.5 parts of cuprous cyanide in 60 parts of N-methylpyrrolidinone and heated to 190° for 2 hours. After cooling to 30°, the reaction mixture was digested in a solution of 15 parts of sodium cyanide in 150 parts of water at 65°-70° for 2 hours, then extracted with 250 parts of toluene four times. The combined toluene extracts were washed with 500 parts of water 4 times, followed by...